From a dataset of the Open Reaction Database (ORD), a public repository of structured organic reaction records. describe an organic reaction: reactants, conditions, products, and yield Reactants: ClC=1C=C(C=CC1Cl)N1N=C(CC1)N (1-(3,4-dichlorophenyl)-4,5-dihydro-1H-pyrazol-3-amine). The reagents and catalysts are O=[Mn]=O (MnO2). Solvent: ClCCl (dichlorometane). Conditions: time 4 hour. Yields the product ClC=1C=C(C=CC1Cl)N1N=C(C=C1)N (1-(3,4-dichlorophenyl)-1H-pyrazol-3-amine). Reaction SMILES: [Cl:1][C:2]1[CH:3]=[C:4]([N:9]2[CH2:13][CH2:12][C:11]([NH2:14])=[N:10]2)[CH:5]=[CH:6][C:7]=1[Cl:8]>ClCCl.O=[Mn]=O>[Cl:1][C:2]1[CH:3]=[C:4]([N:9]2[CH:13]=[CH:12][C:11]([NH2:14])=[N:10]2)[CH:5]=[CH:6][C:7]=1[Cl:8]. Procedure: To a solution of 1-(3,4-dichlorophenyl)-4,5-dihydro-1H-pyrazol-3-amine (0.62 g, 2.7 mmol) in dichlorometane (45 ml), MnO2 (1.04 g, 10.8 mmol) was added and the mixture stirred at room temperature during 4 hrs. The final mixture was filtered throught decalite and the filtered solution evaporated to dryness in vacuo. The red crude solid was crystallized in ethyl ether/petroleum ether yielding 0.46 g of 1-(3,4-dichlorophenyl)-1H-pyrazol-3-amine. Reactants: NCC1=C(OCCN(C)C)C=C(C=C1)C(F)(F)F (2-[2-(aminomethyl)-5-(trifluoromethyl)phenoxy]-N,N-dimethyl-ethanamine), C1=CN(C=N1)C(=O)N2C=CN=C2 (CDI), NC1=CC=CC2=C1OCC(N2)=O (8-amino-2H-benzo[b][1,4]oxazin-3(4H)-one). Run in CN(C)C=O (DMF), C1CCOC1 (THF). Reaction conditions: temperature 70 celsius. The product is CN(CCOC1=C(C=CC(=C1)C(F)(F)F)CNC(=O)NC1=CC=CC=2NC(COC21)=O)C (1-[[2-(2-dimethylaminoethoxy)-4-(trifluoromethyl)phenyl]methyl]-3-(3-oxo-4H-1,4-benzoxazin-8-yl)urea). Yield: 35.0%. RXN SMILES: [NH2:1][CH2:2][C:3]1[CH:14]=[CH:13][C:12]([C:15]([F:18])([F:17])[F:16])=[CH:11][C:4]=1[O:5][CH2:6][CH2:7][N:8]([CH3:10])[CH3:9].C1N=CN([C:24](N2C=NC=C2)=[O:25])C=1.[NH2:31][C:32]1[C:37]2[O:38][CH2:39][C:40](=[O:42])[NH:41][C:36]=2[CH:35]=[CH:34][CH:33]=1>C1COCC1.CN(C=O)C>[CH3:9][N:8]([CH3:10])[CH2:7][CH2:6][O:5][C:4]1[CH:11]=[C:12]([C:15]([F:16])([F:17])[F:18])[CH:13]=[CH:14][C:3]=1[CH2:2][NH:1][C:24]([NH:31][C:32]1[C:37]2[O:38][CH2:39][C:40](=[O:42])[NH:41][C:36]=2[CH:35]=[CH:34][CH:33]=1)=[O:25]. Procedure details: To a solution of 27b (1.48 g, 5.64 mmol) in THF (25 mL) was added CDI (2.1 mol eq, 1.92 g) and the mixture was heated at 70° C. overnight. The reaction mixture was evaporated, water was added and the aqueous phase was extracted with EtOAc (3×30 mL). The recombined organic phases were anhydrified over Na2SO4 and evaporated at reduced pressure (pale yellow oil, 1.91 g, 95% yield). The oil obtained (0.95 g, 2.68 mmol) was dissolved in DMF (20 mL) and the bicyclic amine 1f was added (0.8 mol eq, 0.3... The reactants are C(CCC)[N+](CCCC)(CCCC)CCCC.P(=O)(O)(O)OC[C@H]1O[C@H](C[C@@H]1OP(=O)(O)OC[C@H]1O[C@H]([C@@H]([C@@H]1O)O)N1C2=NC=NC(=C2N=C1)N)N1C(N=C(C=C1)N)=O (((2R,3S,5R)-5-(4-Amino-2-oxopyrimidin-1(2H)-yl)-3-(((((2R,3S,4R,5R)-5-(6-amino-9H-purin-9-yl)-3,4-dihydroxytetrahydrofuran-2-yl)methoxy)(hydroxy)phosphoryl)oxy)tetrahydrofuran-2-yl)methyl dihydrogenphosphate tetrabutylammonium salt), C(CCC)[N+](CCCC)(CCCC)CCCC.P(=O)(O)(O)OC[C@H]1O[C@H](C[C@@H]1OP(=O)(O)OC[C@H]1O[C@H]([C@@H]([C@@H]1O)O)N1C2=NC=NC(=C2N=C1)N)N1C(N=C(C=C1)N)=O (((2R,3S,5R)-5-(4-Amino-2-oxopyrimidin-1(2H)-yl)-3-(((((2R,3S,4R,5R)-5-(6-amino-9H-purin-9-yl)-3,4-dihydroxytetrahydrofuran-2-yl)methoxy)(hydroxy)phosphoryl)oxy)tetrahydrofuran-2-yl)methyl dihydrogenphosphate tetrabutylammonium salt), N(=[N+]=[N-])C1=C(COC(=O)NC[C@H](CC[C@@H](C(=O)OCC#N)NC(=O)OC(C)(C)C)SSC)C=CC=C1 ((2S,5S)-cyanomethyl 6-((((2-azidobenzyl)oxy)carbonyl)amino)-2-((tert-butoxycarbonyl)amino)-5-(methyldisulfanyl)hexanoate). Run in C(C)#N (acetonitrile), C(C)#N (Acetonitrile), C(C)#N (Acetonitrile). Reaction conditions: time 40 minute. Product: N(=[N+]=[N-])C1=C(COC(=O)NC[C@@H](CC[C@H](C(=O)O[C@@H]2[C@@H](O[C@@H]([C@@H]2O)N2C3=NC=NC(=C3N=C2)N)COP(=O)(O)O[C@@H]2[C@H](O[C@H](C2)N2C(N=C(C=C2)N)=O)COP(=O)(O)O)NC(=O)OC(C)(C)C)SSC)C=CC=C1 ((2S,5S)-(2R,3S,4R,5R)-2-((((((2R,3S,5R)-5-(4-amino-2-oxopyrimidin-1(2H)-yl)-2-((phosphonooxy)methyl)tetrahydrofuran-3-yl)oxy)(hydroxy)phosphoryl)oxy)methyl)-5-(6-amino-9H-purin-9-yl)-4-hydroxytetrahydrofuran-3-yl 6-((((2-azidobenzyl)oxy)carbonyl)amino)-2-((tert-butoxycarbonyl)amino)-5-(methyldisulfanyl)hexanoate). The yield is 5.2%. Reaction SMILES: C([N+](CCCC)(CCCC)CCCC)CCC.[P:18]([O:22][CH2:23][C@@H:24]1[C@@H:28]([O:29][P:30]([O:33][CH2:34][C@@H:35]2[C@@H:39]([OH:40])[C@@H:38]([OH:41])[C@H:37]([N:42]3[CH:50]=[N:49][C:48]4[C:43]3=[N:44][CH:45]=[N:46][C:47]=4[NH2:51])[O:36]2)([OH:32])=[O:31])[CH2:27][C@H:26]([N:52]2[CH:57]=[CH:56][C:55]([NH2:58])=[N:54][C:53]2=[O:59])[O:25]1)([OH:21])([OH:20])=[O:19].[N:60]([C:63]1[CH:95]=[CH:94][CH:93]=[CH:92][C:64]=1[CH2:65][O:66][C:67]([NH:69][CH2:70][C@@H:71]([S:89][S:90][CH3:91])[CH2:72][CH2:73][C@H:74]([NH:81][C:82]([O:84][C:85]([CH3:88])([CH3:87])[CH3:86])=[O:83])[C:75](OCC#N)=[O:76])=[O:68])=[N+:61]=[N-:62]>C(#N)C>[N:60]([C:63]1[CH:95]=[CH:94][CH:93]=[CH:92][C:64]=1[CH2:65][O:66][C:67]([NH:69][CH2:70][C@H:71]([S:89][S:90][CH3:91])[CH2:72][CH2:73][C@@H:74]([NH:81][C:82]([O:84][C:85]([CH3:88])([CH3:87])[CH3:86])=[O:83])[C:75]([O:40][C@H:39]1[C@@H:38]([OH:41])[C@@H:37]([N:42]2[CH:50]=[N:49][C:48]3[C:43]2=[N:44][CH:45]=[N:46][C:47]=3[NH2:51])[O:36][C@H:35]1[CH2:34][O:33][P:30]([O:29][C@H:28]1[CH2:27][C@H:26]([N:52]2[CH:57]=[CH:56][C:55]([NH2:58])=[N:54][C:53]2=[O:59])[O:25][C@@H:24]1[CH2:23][O:22][P:18]([OH:21])([OH:20])=[O:19])([OH:32])=[O:31])=[O:76])=[O:68])=[N+:61]=[N-:62] |f:0.1|. Procedure: A solution of ((2R,3S,5R)-5-(4-amino-2-oxopyrimidin-1(2H)-yl)-3-(((((2R,3S,4R,5R)-5-(6-amino-9H-purin-9-yl)-3,4-dihydroxytetrahydrofuran-2-yl)methoxy) (hydroxy)phosphoryl)oxy)tetrahydrofuran-2-yl)methyl dihydrogenphosphate (Compound 1h) (30.3 mg, 0.048 mmol) and (2S,5S)-cyanomethyl 6-((((2-azidobenzyl)oxy)carbonyl)amino)-2-((tert-butoxycarbonyl)amino)-5-(methyldisulfanyl)hexanoate (Compound tk16) (77 mg, 0.143 mmol) in acetonitrile (0.7 mL) was added to buffer A (8 mL), and the mixture was stirr... Reactants: NC1=C(C=C(C=C1)F)C(=O)C1=C(C=CC=C1)Br ((2-amino-5-fluorophenyl)(2-bromophenyl)methanone), C([O-])(O)=O.[Na+] (sodium bicarbonate), BrCC(=O)Br (Bromoacetyl bromide). Run in C(Cl)Cl (methylene chloride). Conditions: time 15 minute. Product: BrCC(=O)NC1=C(C=C(C=C1)F)C(C1=C(C=CC=C1)Br)=O (2-Bromo-N-[2-(2-bromobenzoyl)-4-fluorophenyl]acetamide). As a reaction SMILES: [NH2:1][C:2]1[CH:7]=[CH:6][C:5]([F:8])=[CH:4][C:3]=1[C:9]([C:11]1[CH:16]=[CH:15][CH:14]=[CH:13][C:12]=1[Br:17])=[O:10].C(=O)(O)[O-].[Na+].[Br:23][CH2:24][C:25](Br)=[O:26]>C(Cl)Cl>[Br:23][CH2:24][C:25]([NH:1][C:2]1[CH:7]=[CH:6][C:5]([F:8])=[CH:4][C:3]=1[C:9](=[O:10])[C:11]1[CH:16]=[CH:15][CH:14]=[CH:13][C:12]=1[Br:17])=[O:26] |f:1.2|. Reported procedure: A solution of 2.95 g (10 mmol) of (2-amino-5-fluorophenyl)(2-bromophenyl)methanone in 50 mL of methylene chloride was layered with 50 mL of saturated sodium bicarbonate solution. Bromoacetyl bromide, 1.35 mL (15 mmol) was added to the organic layer and the mixture was stirred at room temperature for 15 minutes. The organic layer was separated, dried and evaporated. The residue was crystallized from ether/hexane to yield 3.85 g of product having the above formula with m.p. 110°-114° C. For analys...